This data is from the Open Reaction Database (ORD), a public repository of structured organic reaction records. The task is: describe an organic reaction: reactants, conditions, products, and yield Reactants: COC1=CC=C(CN2N=C(C(=C2)C(CSC#N)=O)C)C=C1 (1-(1-(4-methoxybenzyl)-3-methyl-1H-pyrazol-4-yl)-2-thiocyanatoethanone), Cl (HCl), CCO (EtOH). The product is COC1=CC=C(CN2N=C(C(=C2)C=2N=C(SC2)O)C)C=C1 (4-(1-(4-methoxybenzyl)-3-methyl-1H-pyrazol-4-yl)thiazol-2-ol). Yield: 52.0%. Reaction SMILES: [CH3:1][O:2][C:3]1[CH:21]=[CH:20][C:6]([CH2:7][N:8]2[CH:12]=[C:11]([C:13](=O)[CH2:14][S:15][C:16]#[N:17])[C:10]([CH3:19])=[N:9]2)=[CH:5][CH:4]=1.Cl.CC[OH:25]>>[CH3:1][O:2][C:3]1[CH:21]=[CH:20][C:6]([CH2:7][N:8]2[CH:12]=[C:11]([C:13]3[N:17]=[C:16]([OH:25])[S:15][CH:14]=3)[C:10]([CH3:19])=[N:9]2)=[CH:5][CH:4]=1. Procedure: According to Scheme 2, Step 4: To a solution of 1-(1-(4-methoxybenzyl)-3-methyl-1H-pyrazol-4-yl)-2-thiocyanatoethanone (6.57 mmol, 1.98 g) in EtOH was added HCl concentrated (1 mL) and the reaction mixture was stirred under reflux for 8 hours. After cooling to room temperature, the solvent was removed under reduced pressure and the residue was diluted with water. The aqueous phase was basified with NaOH and was extracted with DCM. The organic phase was dried over MgSO4, was filtered and was evap...